Dataset: the Open Reaction Database (ORD), a public repository of structured organic reaction records. Task: describe an organic reaction: reactants, conditions, products, and yield Starting materials: C(C)(C)N (isopropylamine), ClC(=O)OCC (ethyl chloroformate), amine. The solvent is CCOCC (ether). Product: CC(C)NC(OCC)=O (Ethyl (1-methylethyl)carbamate). RXN SMILES: Cl[C:2]([O:4][CH2:5][CH3:6])=[O:3].[CH:7]([NH2:10])([CH3:9])[CH3:8]>CCOCC>[CH3:8][CH:7]([NH:10][C:2](=[O:3])[O:4][CH2:5][CH3:6])[CH3:9]. Procedure details: To a solution of ethyl chloroformate (21.7 g, 0.2 mol) in 200 ml ether cooled to 0° C. was added dropwise 35.7 ml of isopropylamine with stirring and cooling. After complete addition of the amine, the reaction mixture was stirred at room temperature for an additional 0.5 hour. The reaction mixture was filtered, and the ether solution was washed with water, and dried over magnesium sulfate. Evaporation of the ether and distillation of the residue in a Kugelrohr apparatus resulted in 22.6 g of the... The reactants are Clc1cc(C(Cl)(Cl)Cl)cc(Cl)n1, [Na+], [OH-], O, OCc1ccco1. Yields the product Clc1cc(C(Cl)(Cl)Cl)cc(OCc2ccco2)n1. RXN SMILES: [Cl:10][c:11]1[n:12][c:13]([Cl:21])[cH:14][c:15]([C:17]([Cl:18])([Cl:19])[Cl:20])[cH:16]1.[Na+:2].[OH-:1].[OH2:22].[OH:3][CH2:4][c:5]1[o:6][cH:7][cH:8][cH:9]1>>[O:3]([CH2:4][c:5]1[o:6][cH:7][cH:8][cH:9]1)[c:13]1[n:12][c:11]([Cl:10])[cH:16][c:15]([C:17]([Cl:18])([Cl:19])[Cl:20])[cH:14]1. Starting materials: OC1=CC(=C(C=2C(OCCCCC(N[C@@H](CSCC21)C(=O)N)=O)=O)C)OC ((R)-16-hydroxy-14-methoxy-13-methyl-6,12-dioxo-1,3,4,5,6,7,8,9,10,12-decahydro-11,2,5-benzoxathiaazacyclotetradecine-4-carboxylic acid amide), C[Si](OC1=CC(=C(C=2C(OCCCCC(N[C@@H](CSCC21)C(=O)N)=O)=O)C)OC)(C(C(C)C)(C)C)C ((R)-16-[dimethyl-(1,1,2-trimethyl-propyl)-silanyloxy]-14-methoxy-13-methyl-6,12-dioxo-1,3,4,5,6,7,8,9,10,12-decahydro-11,2,5-benzoxathiaazacyclotetradecine-4-carboxylic acid amide), 2,4-bis-(4-methoxyphenyl)-2,4-dithioxo-1,3,2,4-dithiaphosphetane. The solvent is C1(=CC=CC=C1)C (toluene). Product: C[Si](OC1=CC(=C(C=2C(OCCCCC(N[C@H](CSCC21)C(N)=S)=O)=O)C)OC)(C(C(C)C)(C)C)C ((R)-16-[dimethyl-(1,1,2-trimethyl-propyl)-silanyloxy]-14-methoxy-13-methyl-6,12-dioxo-1,3,4,5,6,7,8,9,1 0, 12-decahydro-11,2,5-benzoxathiaazacyclotetradecine-4-thiocarboxylic acid amide). Reaction SMILES: OC1C2C[S:17]C[C@@H](C(N)=O)NC(=O)CCCCOC(=O)C=2C(C)=C(OC)C=1.[CH3:28][Si:29]([CH3:63])([C:57]([CH3:62])([CH3:61])[CH:58]([CH3:60])[CH3:59])[O:30][C:31]1[C:48]2[CH2:47][S:46][CH2:45][C@@H:44]([C:49]([NH2:51])=O)[NH:43][C:42](=[O:52])[CH2:41][CH2:40][CH2:39][CH2:38][O:37][C:36](=[O:53])[C:35]=2[C:34]([CH3:54])=[C:33]([O:55][CH3:56])[CH:32]=1>C1(C)C=CC=CC=1>[CH3:63][Si:29]([CH3:28])([C:57]([CH3:61])([CH3:62])[CH:58]([CH3:60])[CH3:59])[O:30][C:31]1[C:48]2[CH2:47][S:46][CH2:45][C@H:44]([C:49](=[S:17])[NH2:51])[NH:43][C:42](=[O:52])[CH2:41][CH2:40][CH2:39][CH2:38][O:37][C:36](=[O:53])[C:35]=2[C:34]([CH3:54])=[C:33]([O:55][CH3:56])[CH:32]=1. Reported procedure: The product of Example 68 was subjected in an analogous manner to the procedure described in Example 1(f) and the resulting (R)-16-[dimethyl-(1,1,2-trimethyl-propyl)-silanyloxy]-14-methoxy-13-methyl-6,12-dioxo-1,3,4,5,6,7,8,9,10,12-decahydro-11,2,5-benzoxathiaazacyclotetradecine-4-carboxylic acid amide was reacted in toluene with an equimolar mount of 2,4-bis-(4-methoxyphenyl)-2,4-dithioxo-1,3,2,4-dithiaphosphetane at 60° C. for 30 min. The solvent was evaporated in vacuo, and the residue was ch... Reactants: OCCN1C=C(C(C2=C1N=C(N=C2)N2CCN(CC2)C)=O)C(=O)OCC (ethyl 5,8-dihydro-8-(2-hydroxyethyl)-2-(4-methyl-1-piperazinyl)-5-oxopyrido[2,3-d]pyrimidine-6-carboxylate), S(=O)(Cl)Cl (thionyl chloride). The solvent is C(Cl)(Cl)Cl (chloroform). Conditions: time 2 hour. Product: ClCCN1C=C(C(C2=C1N=C(N=C2)N2CCN(CC2)C)=O)C(=O)OCC (Ethyl 8-(2-chloroethyl)-5,8-dihydro-2-(4-methyl-1-piperazinyl)-5-oxopyrido[2,3-d]pyrimidine-6-carboxylate). As a reaction SMILES: O[CH2:2][CH2:3][N:4]1[C:9]2[N:10]=[C:11]([N:14]3[CH2:19][CH2:18][N:17]([CH3:20])[CH2:16][CH2:15]3)[N:12]=[CH:13][C:8]=2[C:7](=[O:21])[C:6]([C:22]([O:24][CH2:25][CH3:26])=[O:23])=[CH:5]1.S(Cl)([Cl:29])=O>C(Cl)(Cl)Cl>[Cl:29][CH2:2][CH2:3][N:4]1[C:9]2[N:10]=[C:11]([N:14]3[CH2:19][CH2:18][N:17]([CH3:20])[CH2:16][CH2:15]3)[N:12]=[CH:13][C:8]=2[C:7](=[O:21])[C:6]([C:22]([O:24][CH2:25][CH3:26])=[O:23])=[CH:5]1. Procedure details: To a solution of 8.0 g of ethyl 5,8-dihydro-8-(2-hydroxyethyl)-2-(4-methyl-1-piperazinyl)-5-oxopyrido[2,3-d]pyrimidine-6-carboxylate in 80 ml of chloroform was added with stirring 6 ml of thionyl chloride, the resulting mixture was allowed to react at room temperature for 30 minutes and then heated to refux for 2 hours. After removal of the solvent and an excess of the reagent, the residue was taken up in chloroform. The chloroform solution was washed with water, dried and the solvent distilled ... Yields the product CC(C)(C)OC(=O)Nc1ccc(C=NO)cc1. Reactants: CC(C)(C)OC(=O)Nc1ccc(C=O)cc1, CC(=O)[O-], CCO, Cl, NO, [Na+]. Reaction SMILES: [C:1]([CH3:2])([CH3:3])([CH3:4])[O:5][C:6]([NH:7][c:8]1[cH:9][cH:10][c:11]([CH:14]=[O:15])[cH:12][cH:13]1)=[O:16].[CH3:21][C:22](=[O:23])[O-:24].[CH3:25][CH2:26][OH:27].[ClH:17].[NH2:18][OH:19].[Na+:20]>>[C:1]([CH3:2])([CH3:3])([CH3:4])[O:5][C:6]([NH:7][c:8]1[cH:9][cH:10][c:11]([CH:14]=[N:18][OH:19])[cH:12][cH:13]1)=[O:16]. The reactants are BrCC(=O)C1=C(C=CC=C1)OCC1=CC=CC=C1 (2-bromo-1-(2-benzyloxyphenyl)ethanone), C(=O)[O-].[Na+] (sodium formate), C(C)(=O)[O-].[NH4+] (ammonium acetate). The solvent is O (water), CN(C=O)C (dimethylformamide), O (water). Reaction conditions: time 8 hour. Product: C(C1=CC=CC=C1)OC1=C(C=CC=C1)C=1N=COC1 (4-(2-Benzyloxyphenyl)oxazole). Yield: 24.2%. Reaction SMILES: Br[CH2:2][C:3]([C:5]1[CH:10]=[CH:9][CH:8]=[CH:7][C:6]=1[O:11][CH2:12][C:13]1[CH:18]=[CH:17][CH:16]=[CH:15][CH:14]=1)=O.[CH:19]([O-:21])=O.[Na+].C([O-])(=O)C.[NH4+:27]>CN(C)C=O.O>[CH2:12]([O:11][C:6]1[CH:7]=[CH:8][CH:9]=[CH:10][C:5]=1[C:3]1[N:27]=[CH:19][O:21][CH:2]=1)[C:13]1[CH:18]=[CH:17][CH:16]=[CH:15][CH:14]=1 |f:1.2,3.4|. Procedure details: A mixture of 2-bromo-1-(2-benzyloxyphenyl)ethanone (J. Med. Chem., 35:3045, 1992; 10.0 g, 32.77 mmol) and sodium formate (4.46 g, 65.6 mmol) in dry dimethylformamide (100 ml) is stirred at room temperature overnight. The mixture is poured into water (400 ml) and extracted with dichloromethane (2×100 ml). The combined extracts are dried over sodium sulfate and concentrated under reduced pressure. The residue is dissolved in acetic acid (100 ml), treated with ammonium acetate (12.62 g, 163.7 mmol)... The reactants are O=Cc1ccccc1C(F)(F)F, ClCI, [Li]C, C1CCOC1. The product is FC(F)(F)c1ccccc1C1CO1. As a reaction SMILES: [F:1][C:2]([c:3]1[c:4]([CH:9]=[O:10])[cH:5][cH:6][cH:7][cH:8]1)([F:11])[F:12].[I:13][CH2:14][Cl:15].[Li:16][CH3:17].[O:18]1[CH2:19][CH2:20][CH2:21][CH2:22]1>>[F:1][C:2]([c:3]1[c:4]([CH:9]2[O:10][CH2:14]2)[cH:5][cH:6][cH:7][cH:8]1)([F:11])[F:12].